From a dataset of the Open Reaction Database (ORD), a public repository of structured organic reaction records. describe an organic reaction: reactants, conditions, products, and yield Reactants: FC(C=1C=C(C=C(C1)C(F)(F)F)[C@@H]1[C@@H](N(C(O1)=O)CC1=NC(=CC=C1Br)Cl)C)(F)F ((4S,5R)-5-[3,5-Bis(trifluoromethyl)phenyl]-3-[(3-bromo-6-chloropyridin-2-yl)methyl]-4-methyl-1,3-oxazolidin-2-one), FC(C=1C=C(C=C(C1)C(F)(F)F)[C@@H]1[C@@H](N(C(O1)=O)CC1=NC(=CC=C1Br)Cl)C)(F)F ((4S,5R)-5-[3,5-Bis(trifluoromethyl)phenyl]-3-[(3-bromo-6-chloropyridin-2-yl)methyl]-4-methyl-1,3-oxazolidin-2-one), N1N=CC=C1 (pyrazole), C1(=CC=C(C=C1)S(=O)(=O)O)C (p-toluenesulfonic acid). Solvent: C(C)(=O)OCC (ethyl acetate), [OH-].[Na+] (sodium hydroxide). Conditions: temperature 180 celsius. Product: FC(C=1C=C(C=C(C1)C(F)(F)F)[C@@H]1[C@@H](N(C(O1)=O)CC1=NC(=CC=C1Br)N1N=CC=C1)C)(F)F ((4S,5R)-5-[3,5-bis(trifluoromethyl)phenyl]-3-{[3-bromo-6-(1H-pyrazol-1-yl)pyridin-2-yl]methyl}-4-methyl-1,3-oxazolidin-2-one). Yield: 82.7%. As a reaction SMILES: [F:1][C:2]([F:30])([F:29])[C:3]1[CH:4]=[C:5]([C@H:13]2[O:17][C:16](=[O:18])[N:15]([CH2:19][C:20]3[C:25]([Br:26])=[CH:24][CH:23]=[C:22](Cl)[N:21]=3)[C@H:14]2[CH3:28])[CH:6]=[C:7]([C:9]([F:12])([F:11])[F:10])[CH:8]=1.[NH:31]1[CH:35]=[CH:34][CH:33]=[N:32]1.C1(C)C=CC(S(O)(=O)=O)=CC=1>C(OCC)(=O)C.[OH-].[Na+]>[F:1][C:2]([F:30])([F:29])[C:3]1[CH:4]=[C:5]([C@H:13]2[O:17][C:16](=[O:18])[N:15]([CH2:19][C:20]3[C:25]([Br:26])=[CH:24][CH:23]=[C:22]([N:31]4[CH:35]=[CH:34][CH:33]=[N:32]4)[N:21]=3)[C@H:14]2[CH3:28])[CH:6]=[C:7]([C:9]([F:12])([F:11])[F:10])[CH:8]=1 |f:4.5|. Procedure details: To (4S,5R)-5-[3,5-bis(trifluoromethyl)phenyl]-3-[(3-bromo-6-chloropyridin-2-yl)methyl]-4-methyl-1,3-oxazolidin-2-one (INTERMEDIATE 32, 198 mg, 0.382 mmol) was added pyrazole (450 mg, 6.61 mmol) and p-toluenesulfonic acid (20 mg, 0.116 mmol). The mixture was heated by microwave irradiation to 180° C. for 30 minutes. The reaction was diluted with ethyl acetate and aqueous sodium hydroxide (1M). The organic was washed with water and brine and was dried over sodium sulfate, filtered and concentrated... The reactants are C=CC(=O)OC(C)(C)C, CN(C)C=O, CO, CCN(C(C)C)C(C)C, O=C(O)C(F)(F)F, N#Cc1nc(-c2cccc(C(F)(F)F)c2)cc(N2CCNCC2)n1. The product is CC(C)(C)OC(=O)CCN1CCN(c2cc(-c3cccc(C(F)(F)F)c3)nc(C#N)n2)CC1. Reaction SMILES: [C:32]([CH:33]=[CH2:34])(=[O:35])[O:36][C:37]([CH3:38])([CH3:39])[CH3:40].[CH3:50][N:51]([CH3:52])[CH:53]=[O:54].[CH3:55][OH:56].[CH:41]([N:42]([CH:43]([CH3:44])[CH3:45])[CH2:46][CH3:47])([CH3:48])[CH3:49].[F:1][C:2]([F:3])([F:4])[C:5]([OH:6])=[O:7].[N:8]1([c:14]2[n:15][c:16]([C:30]#[N:31])[n:17][c:18](-[c:20]3[cH:21][c:22]([C:26]([F:27])([F:28])[F:29])[cH:23][cH:24][cH:25]3)[cH:19]2)[CH2:9][CH2:10][NH:11][CH2:12][CH2:13]1>>[N:8]1([c:14]2[n:15][c:16]([C:30]#[N:31])[n:17][c:18](-[c:20]3[cH:21][c:22]([C:26]([F:27])([F:28])[F:29])[cH:23][cH:24][cH:25]3)[cH:19]2)[CH2:9][CH2:10][N:11]([CH2:34][CH2:33][C:32](=[O:35])[O:36][C:37]([CH3:38])([CH3:39])[CH3:40])[CH2:12][CH2:13]1.